Dataset: the Open Reaction Database (ORD), a public repository of structured organic reaction records. Task: describe an organic reaction: reactants, conditions, products, and yield Starting materials: [N+](=O)(O)[O-] (HNO3), BrC1=CC=C(C=C1)CC (1-bromo-4-ethylbenzene), O (Water). Solvent: OS(=O)(=O)O (H2SO4), OS(=O)(=O)O (H2SO4). Reaction conditions: temperature -20 celsius, time 2 hour. Yields the product BrC1=CC(=C(C=C1)CC)[N+](=O)[O-] (4-bromo-1-ethyl-2-nitro-benzene). Isolated yield 34.5%. Reaction SMILES: [Br:1][C:2]1[CH:7]=[CH:6][C:5]([CH2:8][CH3:9])=[CH:4][CH:3]=1.[N+:10]([O-])([OH:12])=[O:11].O>OS(O)(=O)=O>[Br:1][C:2]1[CH:7]=[CH:6][C:5]([CH2:8][CH3:9])=[C:4]([N+:10]([O-:12])=[O:11])[CH:3]=1. Procedure details: To a solution of 1-bromo-4-ethylbenzene (7 g, 37.8 mmol) in 9 mL concentrated H2SO4 at −20° C. was added a mixture of H2SO4 (3.74 g, 41.9 mmol) and HNO3 (2.64 g, 41.9 mmol). The mixture was stirred at −20° C. for 2 h. Water was added and the mixture was extracted with EtOAc. The organic phase was washed with aqueous NaHCO3 and brine, dried over Na2SO4 and concentrated. The residue was purified by silica gel column chromatography to give that tile compound (3 g, 34%). Reactants: ClC1=CC=C2N(C=3CC(CC(C3C(C2=C1)=O)=O)(C)C)O (7-chloro-3,3-dimethyl-10-hydroxy-1-oxo-1,2,3,4-tetrahydro-9(10H)-acridone), P(Cl)(Cl)Cl (phosphorus trichloride). Run in C(Cl)(Cl)Cl (chloroform). Yields the product ClC1=CC=C2NC=3CC(CC(C3C(C2=C1)=O)=O)(C)C (7-chloro-3,3-dimethyl-1-oxo-1,2,3,4-tetrahydro-9(10H)-acridone). The yield is 74.2%. RXN SMILES: [Cl:1][C:2]1[CH:15]=[C:14]2[C:5]([N:6](O)[C:7]3[CH2:8][C:9]([CH3:19])([CH3:18])[CH2:10][C:11](=[O:17])[C:12]=3[C:13]2=[O:16])=[CH:4][CH:3]=1.P(Cl)(Cl)Cl>C(Cl)(Cl)Cl>[Cl:1][C:2]1[CH:15]=[C:14]2[C:5]([NH:6][C:7]3[CH2:8][C:9]([CH3:19])([CH3:18])[CH2:10][C:11](=[O:17])[C:12]=3[C:13]2=[O:16])=[CH:4][CH:3]=1. Procedure: 20 g (0.066 mole) of 7-chloro-3,3-dimethyl-10-hydroxy-1-oxo-1,2,3,4-tetrahydro-9(10H)-acridone were suspended in 320 ml of chloroform and, after heating on a steam bath, combined dropwise with 11.3 ml (0.13 mole) of phosphorus trichloride. Upon cooling, 16 g of 7-chloro-3,3-dimethyl-1-oxo-1,2,3,4-tetrahydro-9(10H)-acridone crystallized in the form of the hydrochloride. This compound was dissolved in a mixture of 300 ml of methanol and 50 ml of binormal sodium hydroxide solution, the solution was... Starting materials: COC1=CC=C2CCCC(C2=C1)C(=O)O (7-methoxy-1,2,3,4-tetrahydronaphthalene-1-carboxylic acid), C(#N)C1=CC=C(C=C1)CNC1=CC=C(C=C1)C(C)C ([(4-cyanophenyl)methyl](4-isopropylphenyl)amine). Product: C(#N)C1=CC=C(C=C1)CN(C(=O)C1CCCC2=CC=C(C=C12)OC)C1=CC=C(C=C1)C(C)C (N-[(4-cyanophenyl)methyl]-N-(4-isopropylphenyl)-7-methoxy-1,2,3,4-tetrahydronaphthalene-1-carboxamide). Isolated yield 47.0%. As a reaction SMILES: [CH3:1][O:2][C:3]1[CH:12]=[C:11]2[C:6]([CH2:7][CH2:8][CH2:9][CH:10]2[C:13]([OH:15])=O)=[CH:5][CH:4]=1.[C:16]([C:18]1[CH:23]=[CH:22][C:21]([CH2:24][NH:25][C:26]2[CH:31]=[CH:30][C:29]([CH:32]([CH3:34])[CH3:33])=[CH:28][CH:27]=2)=[CH:20][CH:19]=1)#[N:17]>>[C:16]([C:18]1[CH:19]=[CH:20][C:21]([CH2:24][N:25]([C:26]2[CH:31]=[CH:30][C:29]([CH:32]([CH3:34])[CH3:33])=[CH:28][CH:27]=2)[C:13]([CH:10]2[C:11]3[C:6](=[CH:5][CH:4]=[C:3]([O:2][CH3:1])[CH:12]=3)[CH2:7][CH2:8][CH2:9]2)=[O:15])=[CH:22][CH:23]=1)#[N:17]. Procedure details: By the reaction and treatment in the same manner as in Example 1 using 7-methoxy-1,2,3,4-tetrahydronaphthalene-1-carboxylic acid (0.63 g) and [(4-cyanophenyl)methyl](4-isopropylphenyl)amine (0.83 g) as starting materials, N-[(4-cyanophenyl)methyl]-N-(4-isopropylphenyl)-7-methoxy-1,2,3,4-tetrahydronaphthalene-1-carboxamide (0.63 g) was obtained. melting point: 137-138° C.